The task is: describe an organic reaction: reactants, conditions, products, and yield. This data is from the Open Reaction Database (ORD), a public repository of structured organic reaction records. Starting materials: BrC1=C(N=C2CCC(N(C2=C1)C)=O)OC (7-bromo-6-methoxy-1-methyl-3,4-dihydro-1H-[1,5]naphthyridin-2-one), C(CCC)[Sn](C=C)(CCCC)CCCC (tri-n-butyl-vinyltin). The reagents and catalysts are C1(=CC=CC=C1)P(C1=CC=CC=C1)C1=CC=CC=C1.[Pd](Cl)Cl (triphenylphosphine palladium(II) chloride). Solvent: O (water), C(C)(=O)OCC (ethyl acetate), O1CCOCC1 (dioxane). Reaction conditions: temperature 100 celsius. Product: COC=1N=C2CCC(N(C2=CC1C=C)C)=O (6-methoxy-1-methyl-7-vinyl-3,4-dihydro-1H-[1,5]naphthyridin-2-one). Isolated yield 36.7%. Reaction SMILES: Br[C:2]1[CH:11]=[C:10]2[C:5]([CH2:6][CH2:7][C:8](=[O:13])[N:9]2[CH3:12])=[N:4][C:3]=1[O:14][CH3:15].[CH2:16]([Sn](CCCC)(CCCC)C=C)[CH2:17]CC>O1CCOCC1.O.C(OCC)(=O)C.C1(P(C2C=CC=CC=2)C2C=CC=CC=2)C=CC=CC=1.[Pd](Cl)Cl>[CH3:15][O:14][C:3]1[N:4]=[C:5]2[C:10](=[CH:11][C:2]=1[CH:16]=[CH2:17])[N:9]([CH3:12])[C:8](=[O:13])[CH2:7][CH2:6]2 |f:5.6|. Procedure details: A mixture of 690 mg (2.5 mmol) of 7-bromo-6-methoxy-1-methyl-3,4-dihydro-1H-[1,5]naphthyridin-2-one, 0.8 ml (2.7 mmol) of tri-n-butyl-vinyltin and 100 mg of bis(triphenylphosphine-palladium(II) chloride in 20 ml of dioxane was heated under nitrogen to 100° C. for 6 hours. The reaction mixture was cooled to room temperature and diluted with water and ethyl acetate. The ethyl acetate solution was washed with water several times. To this ethyl acetate solution was added 1 ml of saturated KF, and th... Starting materials: C(C1=CC=CC=C1)OC(=O)N1[C@@H](CCC1)C(CBr)=O ((S)-benzyl-2-(2-bromoacetyl)pyrrolidine-1-carboxylate), NC1=NC=C(C=C1Br)C (2-amino-3-bromo-5-methylpyridine). Product: C(C1=CC=CC=C1)OC(=O)N1[C@@H](CCC1)C=1N=C2N(C=C(C=C2Br)C)C1 ((S)-benzyl-2-(8-bromo-6-methylimidazo[1,2-a]pyridin-2-yl)pyrrolidine-1-carboxylate). Isolated yield 44.4%. As a reaction SMILES: [CH2:1]([O:8][C:9]([N:11]1[CH2:15][CH2:14][CH2:13][C@H:12]1[C:16](=O)[CH2:17]Br)=[O:10])[C:2]1[CH:7]=[CH:6][CH:5]=[CH:4][CH:3]=1.[NH2:20][C:21]1[C:26]([Br:27])=[CH:25][C:24]([CH3:28])=[CH:23][N:22]=1>>[CH2:1]([O:8][C:9]([N:11]1[CH2:15][CH2:14][CH2:13][C@H:12]1[C:16]1[N:20]=[C:21]2[C:26]([Br:27])=[CH:25][C:24]([CH3:28])=[CH:23][N:22]2[CH:17]=1)=[O:10])[C:2]1[CH:3]=[CH:4][CH:5]=[CH:6][CH:7]=1. Procedure details: Following the procedures of example 14, (S)-benzyl-2-(2-bromoacetyl)pyrrolidine-1-carboxylate (0.295 g, 0.90 mmol) and 2-amino-3-bromo-5-methylpyridine (0.1765 g, 0.94 mmol), produced the crude material which was adsorbed onto silica gel and purified by flash chromatography (12 g SiO2, 0-50% ethyl acetate in hexanes) to give (S)-benzyl-2-(8-bromo-6-methylimidazo[1,2-a]pyridin-2-yl)pyrrolidine-1-carboxylate (0.165 g, 0.40 mmol, 44%). Starting materials: NN=CNC(=S)N ((aminoiminomethyl)thiourea), ClC(C(C)=O)Cl (dichloroacetone), C(N)(=N)NC(=S)N (amidinothiourea). Run in CC(=O)C (acetone). Reaction conditions: time 5 day. Product: Cl.ClCC1(N=C(SC1)N=C(N)N)O (N"-[4-(chloromethyl)-4,5-dihydro-4-hydroxy-2-thiazolyl]-guanidine hydrochloride). As a reaction SMILES: [Cl:1][CH:2](Cl)[C:3](=[O:5])[CH3:4].NN=CNC(N)=S.[C:14]([NH:17][C:18]([NH2:20])=[S:19])(=[NH:16])[NH2:15]>CC(C)=O>[ClH:1].[Cl:1][CH2:2][C:3]1([OH:5])[CH2:4][S:19][C:18]([N:17]=[C:14]([NH2:16])[NH2:15])=[N:20]1 |f:4.5|. Procedure details: 60.0 kg of dichloroacetone is dissolved in 550 ml of acetone. After cooling the solution to -5°~-7° C., 55.8 kg of (aminoiminomethyl)thiourea [amidinothiourea] is added to the solution under cooling portionwise at one hour intervals each time in a 10 kg amount of amidinothiourea. The mixture is stirred continuously for 5 days below 0° C. The resultant precipitates are collected by filtration, and washed with 50 l of acetone to provide 111.6 kg of the desired compound. This material can be used a... Reactants: C1COCCO1, CO, COc1nc2c(N)nc(OCCC3CC3)nc2n1CC1CCOCC1, Cl, [Na+], [OH-], O. The product is Nc1nc(OCCC2CC2)nc2c1[nH]c(=O)n2CC1CCOCC1. RXN SMILES: [CH2:31]1[O:32][CH2:33][CH2:34][O:35][CH2:36]1.[CH3:29][OH:30].[CH:1]1([CH2:4][CH2:5][O:6][c:7]2[n:8][c:9]([NH2:25])[c:10]3[n:11][c:12]([O:23][CH3:24])[n:13]([CH2:16][CH:17]4[CH2:18][CH2:19][O:20][CH2:21][CH2:22]4)[c:14]3[n:15]2)[CH2:2][CH2:3]1.[ClH:26].[Na+:28].[OH-:27].[OH2:37]>>[CH:1]1([CH2:4][CH2:5][O:6][c:7]2[n:8][c:9]([NH2:25])[c:10]3[nH:11][c:12](=[O:23])[n:13]([CH2:16][CH:17]4[CH2:18][CH2:19][O:20][CH2:21][CH2:22]4)[c:14]3[n:15]2)[CH2:2][CH2:3]1. Reactants: Cl.O1C2=C(C=CC=3C[C@@H]4[C@@]5(CCC([C@]1([C@@]5(C23)CCN4)C)=O)OCCC)OC (4,5α-epoxy-3-methoxy-5-methyl-14-n-propyloxy-morphinan-6-one hydrochloride), Cl.O1C2=C(C=CC=3C[C@@H]4[C@@]5(CCC([C@]1([C@@]5(C23)CCN4)C)=O)OCCC)OC (4,5α-epoxy-3-methoxy-5-methyl-14-n-propyloxy-morphinan-6-one hydrochloride), C([O-])([O-])=O.[K+].[K+] (potassium carbonate), C1(CC1)CCl (cyclopropylmethyl chloride). Solvent: CN(C=O)C (N,N-dimethyl formamide). Reaction conditions: temperature 85 celsius, time 36 hour. Yields the product Cl.C1(CC1)CN1[C@H]2[C@@]3(CCC([C@]4([C@@]3(C=3C(=C(C=CC3C2)OC)O4)CC1)C)=O)OCCC (17-(cydopropylmethyl)-4,5α-epoxy-3-methoxy-5-methyl-14-n-propyloxymorphinan-6-one hydrochloride). Yield: 55.4%. Reaction SMILES: Cl.[O:2]1[C@:14]2([CH3:20])[C@@:15]34[CH2:17][CH2:18][NH:19][C@@H:9]([C@:10]3([O:22][CH2:23][CH2:24][CH3:25])[CH2:11][CH2:12][C:13]2=[O:21])[CH2:8][C:7]2=[C:16]4[C:3]1=[C:4]([O:26][CH3:27])[CH:5]=[CH:6]2.C(=O)([O-])[O-].[K+].[K+].[CH:34]1([CH2:37][Cl:38])[CH2:36][CH2:35]1>CN(C)C=O>[ClH:38].[CH:34]1([CH2:37][N:19]2[CH2:18][CH2:17][C@:15]34[C:16]5[C:3]6[O:2][C@@:14]3([CH3:20])[C:13](=[O:21])[CH2:12][CH2:11][C@@:10]4([O:22][CH2:23][CH2:24][CH3:25])[C@H:9]2[CH2:8][C:7]=5[CH:6]=[CH:5][C:4]=6[O:26][CH3:27])[CH2:36][CH2:35]1 |f:0.1,2.3.4,7.8|. Procedure details: A mixture of 4,5α-epoxy-3-methoxy-5-methyl-14-n-propyloxymorphinan-6-one hydrochloride (compound 12 of Example 7) (1.46 g, 3.71 mmol), potassium carbonate (2.24 g, 16.24 mmol), cyclopropylmethyl chloride (0.43 ml, 4.44 mmol), and 15 ml of anhydrous N,N-dimethyl formamide was stirred at 85° C. (bath temperature) for 36 h. The inorganic solid was filtered off and the filtrate evaporated. A solution of the residue in 30 ml of CH2Cl2 was washed with H2O (3×30 ml), dried over Na2SO4 and evaporated. T... Reactants: [H-].[Na+] (sodium hydride), CC1=C(OC2=C1C=C(C=C2)O)C(=O)O (methyl 5-hydroxybenzofuran-2-carboxylic acid), COC(CBr)OC (bromoacetaldehyde dimethyl acetal), C(C)(=O)OCC (ethyl acetate). Solvent: O1CCOCC1 (p-dioxane), CN(C=O)C (dimethylformamide). Run at time 15 minute. Product: CC1=C(OC2=C1C=C(C=C2)OCC(OC)OC)C(=O)O (Methyl 5-(2,2-dimethoxyethyloxy)benzofuran-2-carboxylic acid). As a reaction SMILES: [H-].[Na+].[CH3:3][C:4]1[C:8]2[CH:9]=[C:10]([OH:13])[CH:11]=[CH:12][C:7]=2[O:6][C:5]=1[C:14]([OH:16])=[O:15].[CH3:17][O:18][CH:19]([O:22][CH3:23])[CH2:20]Br.C(OCC)(=O)C>O1CCOCC1.CN(C)C=O>[CH3:3][C:4]1[C:8]2[CH:9]=[C:10]([O:13][CH2:20][CH:19]([O:22][CH3:23])[O:18][CH3:17])[CH:11]=[CH:12][C:7]=2[O:6][C:5]=1[C:14]([OH:16])=[O:15] |f:0.1|. Reported procedure: To a stirred slurry of sodium hydride (0.11 g of 60% in oil, 2.7 mmol) in p-dioxane (10 mL) was added methyl 5-hydroxybenzofuran-2-carboxylic acid (0.5 g, 2.6 mmol) and the resulting green slurry was stirred at room temperature for 15 min. To this slurry was added a solution of bromoacetaldehyde dimethyl acetal (0.5 g, 3.0 mmol) in dimethylformamide (DMF) (10 mL) and the resulting solution was heated at reflux for 15 hours. The reaction mixture was poured into ethyl acetate, washed with water, b... The reactants are C(C)(C)(C)OC(=O)C(CC(=O)OC)=C(C(N(C\C=C\C1=CC=CC=C1)[C@@H]([C@H](CC=1OC(=CC1)C(NC1=CC=CC=C1)=O)C1=CC2=C(C=C1)OCO2)C)=O)O (methyl 3-(tert-butoxycarbonyl)-4-hydroxy-4-[N-[(1R,2R)-1-methyl-2-(3,4-methylenedioxyphenyl)-3-{5-(phenylcarbamoyl)-2-furyl}propyl]-N-{(E)-3-phenyl-2-propenyl}carbamoyl]-3-butenoate), Cl (hydrochloric acid), [OH-].[Na+] (sodium hydroxide). Run in O1CCCC1 (tetrahydrofuran), O (water). Product: C(C)(C)(C)OC(=O)C(CC(=O)O)=C(C(N(C\C=C\C1=CC=CC=C1)[C@@H]([C@H](CC=1OC(=CC1)C(NC1=CC=CC=C1)=O)C1=CC2=C(C=C1)OCO2)C)=O)O (3-(tert-butoxycarbonyl)-4-hydroxy-4-[N-[(1R,2R)-1-methyl-2-(3,4-methylenedioxyphenyl)-3-{5-(phenylcarbamoyl)-2-furyl}propyl]-N-{(E)-3-phenyl-2-propenyl}carbamoyl]-3-butenoic acid). Isolated yield 76.2%. Reaction SMILES: [C:1]([O:5][C:6]([C:8](=[C:14]([OH:54])[C:15](=[O:53])[N:16]([C@H:26]([CH3:52])[C@@H:27]([C:43]1[CH:48]=[CH:47][C:46]2[O:49][CH2:50][O:51][C:45]=2[CH:44]=1)[CH2:28][C:29]1[O:30][C:31]([C:34](=[O:42])[NH:35][C:36]2[CH:41]=[CH:40][CH:39]=[CH:38][CH:37]=2)=[CH:32][CH:33]=1)[CH2:17]/[CH:18]=[CH:19]/[C:20]1[CH:25]=[CH:24][CH:23]=[CH:22][CH:21]=1)[CH2:9][C:10]([O:12]C)=[O:11])=[O:7])([CH3:4])([CH3:3])[CH3:2].[OH-].[Na+].Cl>O1CCCC1.O>[C:1]([O:5][C:6]([C:8](=[C:14]([OH:54])[C:15](=[O:53])[N:16]([C@H:26]([CH3:52])[C@@H:27]([C:43]1[CH:48]=[CH:47][C:46]2[O:49][CH2:50][O:51][C:45]=2[CH:44]=1)[CH2:28][C:29]1[O:30][C:31]([C:34](=[O:42])[NH:35][C:36]2[CH:41]=[CH:40][CH:39]=[CH:38][CH:37]=2)=[CH:32][CH:33]=1)[CH2:17]/[CH:18]=[CH:19]/[C:20]1[CH:21]=[CH:22][CH:23]=[CH:24][CH:25]=1)[CH2:9][C:10]([OH:12])=[O:11])=[O:7])([CH3:3])([CH3:2])[CH3:4] |f:1.2|. Procedure details: 285 mg of methyl 3-(tert-butoxycarbonyl)-4-hydroxy-4-[N-[(1R,2R)-1-methyl-2-(3,4-methylenedioxyphenyl)-3-{5-(phenylcarbamoyl)-2-furyl}propyl]-N-{(E)-3-phenyl-2-propenyl}carbamoyl]-3-butenoate was dissolved in a mixture of 15 ml of tetrahydrofuran and 10 ml of water and stirred together with 4 ml of 1N aqueous sodium hydroxide at room temperature for 2.5 days. The reaction solution was acidified with 1N hydrochloric acid and then extracted with ethyl acetate. The organic layer was dried over anhy... Starting materials: ClC(Cl)Cl, O=C1N(c2ccc(OC(F)(F)F)cc2)CCC12CCNCC2, O=S(=O)(Cl)Cl. The product is O=C1N(c2ccc(OC(F)(F)F)cc2)CCC12CCN(S(=O)(=O)Cl)CC2. As a reaction SMILES: [Cl:28][CH:29]([Cl:30])[Cl:31].[F:6][C:7]([O:8][c:9]1[cH:10][cH:11][c:12]([N:15]2[C:16](=[O:25])[C:17]3([CH2:18][CH2:19]2)[CH2:20][CH2:21][NH:22][CH2:23][CH2:24]3)[cH:13][cH:14]1)([F:26])[F:27].[S:1](=[O:2])(=[O:3])([Cl:4])[Cl:5]>>[S:1](=[O:2])(=[O:3])([Cl:5])[N:22]1[CH2:21][CH2:20][C:17]2([C:16](=[O:25])[N:15]([c:12]3[cH:11][cH:10][c:9]([O:8][C:7]([F:6])([F:26])[F:27])[cH:14][cH:13]3)[CH2:19][CH2:18]2)[CH2:24][CH2:23]1.